This data is from the Open Reaction Database (ORD), a public repository of structured organic reaction records. The task is: describe an organic reaction: reactants, conditions, products, and yield Starting materials: NCCC(O)C=1SC=C(C1)Br (3-Amino-1-(4-bromothiophen-2-yl)propan-1-ol), FC(C(=O)OCC)(F)F (ethyl trifluoroacetate). The solvent is C(Cl)Cl (CH2Cl2). The product is BrC=1C=C(SC1)C(CCNC(C(F)(F)F)=O)O (N-(3-(4-bromothiophen-2-yl)-3-hydroxypropyl)-2,2,2-trifluoroacetamide). RXN SMILES: [NH2:1][CH2:2][CH2:3][CH:4]([C:6]1[S:7][CH:8]=[C:9]([Br:11])[CH:10]=1)[OH:5].[F:12][C:13]([F:20])([F:19])[C:14](OCC)=[O:15]>C(Cl)Cl>[Br:11][C:9]1[CH:10]=[C:6]([CH:4]([OH:5])[CH2:3][CH2:2][NH:1][C:14](=[O:15])[C:13]([F:20])([F:19])[F:12])[S:7][CH:8]=1. Reported procedure: 3-Amino-1-(4-bromothiophen-2-yl)propan-1-ol and ethyl trifluoroacetate (2.0 mL) were stirred in CH2Cl2 (10 mL) at room temperature overnight. Concentration under reduced pressure gave N-(3-(4-bromothiophen-2-yl)-3-hydroxypropyl)-2,2,2-trifluoroacetamide which was used in the next step without additional purification. Yield (0.77 g, 28% in three steps); 1H NMR (400 MHz, DMSO-d6) δ 9.36 (br.s, 1H), 7.51 (d, J=1.5 Hz, 1H), 6.90-7.00 (m, 1H), 5.86 (d, J=5.0 Hz, 1H), 4.75-4.83 (m, 1H), 3.20-3.30 (m, ... Starting materials: [Si](C)(C)(C(C)(C)C)OC[C@H]1CN(C(O1)=O)C1=CC=C(C=C1)[Sn](C)(C)C ((5R)-5-({[tert-butyl(dimethyl)silyl]oxy}methyl)-3-[4-(trimethylstannyl)phenyl]-1,3-oxazolidin-2-one), [Si](C)(C)(C(C)(C)C)OC[C@H]1CN(C(O1)=O)C1=CC(=C(C=C1)I)F ((5R)-5-({[tert-butyl(dimethyl)silyl]oxy}methyl)-3-(3-fluoro-4-iodophenyl)-1,3-oxazolidin-2-one). The product is [Si](C)(C)(C(C)(C)C)OC[C@H]1CN(C(O1)=O)C1=CC(=C(C=C1)[Sn](C)(C)C)F ((5R)-5-({[tert-Butyl(dimethyl)silyl]oxy}methyl)-3-[3-fluoro-4-(trimethylstannyl)phenyl]-1,3-oxazolidin-2-one). Reaction SMILES: [Si:1]([O:8][CH2:9][C@@H:10]1[O:14][C:13](=[O:15])[N:12]([C:16]2[CH:21]=[CH:20][C:19]([Sn:22]([CH3:25])([CH3:24])[CH3:23])=[CH:18][CH:17]=2)[CH2:11]1)([C:4]([CH3:7])([CH3:6])[CH3:5])([CH3:3])[CH3:2].[Si](OC[C@@H]1OC(=O)N(C2C=CC(I)=C([F:48])C=2)C1)(C(C)(C)C)(C)C>>[Si:1]([O:8][CH2:9][C@@H:10]1[O:14][C:13](=[O:15])[N:12]([C:16]2[CH:17]=[CH:18][C:19]([Sn:22]([CH3:23])([CH3:24])[CH3:25])=[C:20]([F:48])[CH:21]=2)[CH2:11]1)([C:4]([CH3:7])([CH3:6])[CH3:5])([CH3:3])[CH3:2]. Procedure: Using essentially the same procedure as described for (5R)-5-({[tert-butyl(dimethyl)silyl]oxy}methyl)-3-[4-(trimethylstannyl)phenyl]-1,3-oxazolidin-2-one, but starting from (5R)-5-({[tert-butyl(dimethyl)silyl]oxy}methyl)-3-(3-fluoro-4-iodophenyl)-1,3-oxazolidin-2-one (1.97 g, 4.37 mM) gave the title compound as a white solid after chromatography using hexanes then 20% ethyl acetate/hexanes (1.75 g). Reactants: [Cl-].[NH4+] (ammonium chloride), O (water), C(C)(=O)C=1C2=C(OC1C)C(=CC=C2)NC(C)=O (3-acetyl-7-acetylamino-2-methylbenzo[b]furan), solution, C[Mg]Br (methylmagnesium bromide). Run in O1CCCC1 (tetrahydrofuran), C(C)OCC (diethyl ether). Run at time 5 hour. Yields the product C(C)(=O)NC1=CC=CC2=C1OC(=C2C(C)(C)O)C (7-acetylamino-3-(1-hydroxy-1-methylethyl)-2-methylbenzo[b]furan). As a reaction SMILES: [C:1]([C:4]1[C:5]2[CH:13]=[CH:12][CH:11]=[C:10]([NH:14][C:15](=[O:17])[CH3:16])[C:6]=2[O:7][C:8]=1[CH3:9])(=[O:3])[CH3:2].[CH3:18][Mg]Br.[Cl-].[NH4+].O>O1CCCC1.C(OCC)C>[C:15]([NH:14][C:10]1[C:6]2[O:7][C:8]([CH3:9])=[C:4]([C:1]([OH:3])([CH3:18])[CH3:2])[C:5]=2[CH:13]=[CH:12][CH:11]=1)(=[O:17])[CH3:16] |f:2.3|. Reported procedure: To a solution of 3-acetyl-7-acetylamino-2-methylbenzo[b]furan (2.92 g) in tetrahydrofuran (60 ml) was added a 3M solution of methylmagnesium bromide in diethyl ether (12.7 ml) dropwise with ice cooling. The solution was stirred at ambient temperat ure for 5 hours and to the solution was added aqueous saturated ammonium chloride. Then, the mixture was poured into water and the separated oil was extracted with ethyl acetate. The extract was washed with brine, dried over sodium sulfate and evaporat... Product: CC(C)(C)OC(=O)N1CC(O)CC1C(=O)OCc1ccccc1. Reactants: BrCc1ccccc1, CC(C)(C)OC(=O)N1CC(O)CC1C(=O)O, [Na+], O=C([O-])O, CN(C)C=O, O. Reaction SMILES: [Br:22][CH2:23][c:24]1[cH:25][cH:26][cH:27][cH:28][cH:29]1.[C:1]([CH3:2])([CH3:3])([CH3:4])[O:5][C:6](=[O:7])[N:8]1[CH:9]([C:10](=[O:11])[OH:12])[CH2:13][CH:14]([OH:16])[CH2:15]1.[Na+:21].[O-:17][C:18]([OH:19])=[O:20].[O:31]=[CH:32][N:33]([CH3:34])[CH3:35].[OH2:30]>>[C:1]([CH3:2])([CH3:3])([CH3:4])[O:5][C:6](=[O:7])[N:8]1[CH:9]([C:10](=[O:11])[O:12][CH2:23][c:24]2[cH:25][cH:26][cH:27][cH:28][cH:29]2)[CH2:13][CH:14]([OH:16])[CH2:15]1. Starting materials: C(C)(=O)[O-].[Co+3].C(C)(=O)[O-].C(C)(=O)[O-] (Cobalt (III) acetate). Run in C(C)(=O)O (acetic acid). Yields the product C(C)(=O)[O-].[Co+2].C(C)(=O)[O-] (Cobalt (II) acetate). RXN SMILES: [C:1]([O-:4])(=[O:3])[CH3:2].[Co+3:5].[C:6]([O-:9])(=[O:8])[CH3:7].C([O-])(=O)C>C(O)(=O)C>[C:1]([O-:4])(=[O:3])[CH3:2].[Co+2:5].[C:6]([O-:9])(=[O:8])[CH3:7] |f:0.1.2.3,5.6.7|. Reported procedure: Experiments conducted at 120° C. using just Cobalt (III) acetate without any promoters in air and using acetic acid as solvent resulted in much quicker oxidation than Cobalt (II) acetate with the promoters as described above, leading to rapid consumption of xylenes, as indicated by the green solution turning pink-purple after approximately an hour. Under identical reaction conditions using Co(II) there was a long induction period before any early phase oxidation. Starting materials: BrC(C(=O)C1=CC=C(C=C1)C(F)(F)F)C (2-bromo-1-[4-(trifluoromethyl)phenyl]propan-1-one), NC1=NC=CC=N1 (2-aminopyrimidine). The solvent is CCO (EtOH). Run at time 24 hour. The product is CC=1N=C2N(C=CC=N2)C1C1=CC=C(C=C1)C(F)(F)F (2-Methyl-3-[4-(trifluoromethyl)phenyl]imidazo[1,2-a]pyrimidine). The yield is 46.8%. RXN SMILES: Br[CH:2]([CH3:15])[C:3]([C:5]1[CH:10]=[CH:9][C:8]([C:11]([F:14])([F:13])[F:12])=[CH:7][CH:6]=1)=O.[NH2:16][C:17]1[N:22]=[CH:21][CH:20]=[CH:19][N:18]=1>CCO>[CH3:15][C:2]1[N:16]=[C:17]2[N:22]=[CH:21][CH:20]=[CH:19][N:18]2[C:3]=1[C:5]1[CH:10]=[CH:9][C:8]([C:11]([F:14])([F:13])[F:12])=[CH:7][CH:6]=1. Reported procedure: Dissolve 2-bromo-1-[4-(trifluoromethyl)phenyl]propan-1-one (7.120 g, 25.332 mmol) and 2-aminopyrimidine (5.464 g, 55.729 mmol) in EtOH (40.0 mL). Heat the mixture to reflux, and stir for 24 hours. Concentrate in vacuo. Dissolve the residue in EtOAc (750 mL); and wash sequentially with saturated aqueous NaS2O3 (250 mL), saturated aqueous NaHCO3 (250 mL), and saturated NaCl (350 mL). Crystallize the orange residue from heptanes/EtOAc to give the title product as a white solid (3.29 g, 46.85% yield... The reactants are CN(C)C=O, ClCCl, O=S(Cl)Cl, O=C(O)c1cc2ccccc2[nH]1. Product: O=C(Cl)c1cc2ccccc2[nH]1. RXN SMILES: [CH3:13][N:14]([CH3:15])[CH:16]=[O:17].[Cl:22][CH2:23][Cl:24].[S:18]([Cl:19])([Cl:20])=[O:21].[nH:1]1[c:2]([C:10](=[O:11])[OH:12])[cH:3][c:4]2[cH:5][cH:6][cH:7][cH:8][c:9]12>>[nH:1]1[c:2]([C:10](=[O:12])[Cl:20])[cH:3][c:4]2[cH:5][cH:6][cH:7][cH:8][c:9]12.